The task is: describe an organic reaction: reactants, conditions, products, and yield. This data is from the Open Reaction Database (ORD), a public repository of structured organic reaction records. Run at temperature 130 celsius. The reactants are BrC1=CC=C2C(C(COC2=C1)NC(=O)[C@H]1N(CCC1)C(=O)OC(C)(C)C)=O ((2S)-tert-butyl 2-(7-bromo-4-oxochroman-3-ylcarbamoyl)pyrrolidine-1-carboxylate), C(C)(=O)[O-].[NH4+] (ammonium acetate). Isolated yield 57.3%. Procedure details: A mixture of (2S)-tert-butyl 2-(7-bromo-4-oxochroman-3-ylcarbamoyl)pyrrolidine-1-carboxylate (3.23 g, 7.35 mmol) and ammonium acetate (5.6 g, 73.5 mmol) in xylenes (40 mL) was heated at 130° C. for 2 hours. The reaction was cooled to room temperature. The xylenes were removed under reduced pressure and the residue was diluted with dichloromethane (100 mL). Saturated sodium bicarbonate (200 mL) was added slowly with stirring until gas evolution had subsided. The phases were separated and the aque... Product: BrC=1C=CC2=C(C1)OCC1=C2N=C(N1)[C@H]1N(CCC1)C(=O)OC(C)(C)C ((S)-tert-butyl 2-(7-bromo-3,4-dihydrochromeno[4,3-d]imidazol-2-yl)pyrrolidine-1-carboxylate). Solvent: xylenes. Reaction SMILES: [Br:1][C:2]1[CH:11]=[C:10]2[C:5]([C:6](=O)[CH:7]([NH:12][C:13]([C@@H:15]3[CH2:19][CH2:18][CH2:17][N:16]3[C:20]([O:22][C:23]([CH3:26])([CH3:25])[CH3:24])=[O:21])=O)[CH2:8][O:9]2)=[CH:4][CH:3]=1.C([O-])(=O)C.[NH4+:32]>>[Br:1][C:2]1[CH:3]=[CH:4][C:5]2[C:6]3[N:32]=[C:13]([C@@H:15]4[CH2:19][CH2:18][CH2:17][N:16]4[C:20]([O:22][C:23]([CH3:26])([CH3:25])[CH3:24])=[O:21])[NH:12][C:7]=3[CH2:8][O:9][C:10]=2[CH:11]=1 |f:1.2|.